Dataset: the Open Reaction Database (ORD), a public repository of structured organic reaction records. Task: describe an organic reaction: reactants, conditions, products, and yield Reactants: NC1=C(C=C(C=C1)SC#N)[N+](=O)[O-] (1-amino-2-nitro-4-thiocyanatobenzene), CN(C)C=O (DMF), ClCC#N (chloroacetonitrile), CN(C=O)C (dimethylformamide), [BH4-].[Na+] (sodium borohydride). The solvent is O (water). Run at time 1 hour. The product is NC1=C(C=C(C=C1)SCC#N)[N+](=O)[O-] (1 -amino-2-nitro-4-cyanomethylthiobenzene). As a reaction SMILES: [NH2:1][C:2]1[CH:7]=[CH:6][C:5]([S:8][C:9]#N)=[CH:4][C:3]=1[N+:11]([O-:13])=[O:12].[CH3:14][N:15](C)C=O.[BH4-].[Na+].ClCC#N>O>[NH2:1][C:2]1[CH:7]=[CH:6][C:5]([S:8][CH2:9][C:14]#[N:15])=[CH:4][C:3]=1[N+:11]([O-:13])=[O:12] |f:2.3|. Procedure details: 4.4 G. of 1-amino-2-nitro-4-thiocyanatobenzene in 10 ml. of dimethylformamide is treated under nitrogen with 0.85 g. of sodium borohydride in 10 ml. of DMF at not greater than 30° C. The mixture is stirred at 15° to 20° C. for 1 hour, then treated with 5 g. of chloroacetonitrile at 20° to 25° C. The mixture is treated overnight at room temperature and poured into water. Filtration and recrystallization from methanol affords 1 -amino-2-nitro-4-cyanomethylthiobenzene. The reactants are BrC1=NC=C(C(=C1)C)C(SC1=CC=C(C=C1)OCC)C1=C(C=CC(=C1)F)F (2-bromo-5-[(2,5-difluorophenyl)[(4-ethoxyphenyl)thio]methyl]-4-methylpyridine), CCCCCC (hexane), C(CCC)[Li] (n-butyllithium), CN(C=O)C (N,N-dimethylformamide). Solvent: C1(=CC=CC=C1)C (toluene), O (water), C(C)(=O)OCC (Ethyl acetate). Conditions: temperature -40 celsius, time 30 minute. The product is FC1=C(C=C(C=C1)F)C(C=1C(=CC(=NC1)C=O)C)SC1=CC=C(C=C1)OCC (5-[(2,5-Difluorophenyl)[(4-ethoxyphenyl)thio]methyl]-4-methylpyridine-2-carbaldehyde). Yield: 75.2%. As a reaction SMILES: Br[C:2]1[CH:7]=[C:6]([CH3:8])[C:5]([CH:9]([C:20]2[CH:25]=[C:24]([F:26])[CH:23]=[CH:22][C:21]=2[F:27])[S:10][C:11]2[CH:16]=[CH:15][C:14]([O:17][CH2:18][CH3:19])=[CH:13][CH:12]=2)=[CH:4][N:3]=1.CCCCCC.C([Li])CCC.CN(C)[CH:41]=[O:42]>C1(C)C=CC=CC=1.C(OCC)(=O)C.O>[F:27][C:21]1[CH:22]=[CH:23][C:24]([F:26])=[CH:25][C:20]=1[CH:9]([S:10][C:11]1[CH:16]=[CH:15][C:14]([O:17][CH2:18][CH3:19])=[CH:13][CH:12]=1)[C:5]1[C:6]([CH3:8])=[CH:7][C:2]([CH:41]=[O:42])=[N:3][CH:4]=1. Procedure: To a solution of 2-bromo-5-[(2,5-difluorophenyl)[(4-ethoxyphenyl)thio]methyl]-4-methylpyridine (1.18 g, 2.62 mmol) in toluene (30 ml), a hexane solution of n-butyllithium (1.54 M, 2.04 ml, 3.14 mmol) was added in an argon atmosphere at −78° C. The reaction mixture was stirred for 30 minutes at −40° C., and then cooled again to −78° C., and N,N-dimethylformamide (0.243 ml, 3.14 mmol) was added thereto. After completion of dropwise addition, the reaction mixture was allowed to warm to −40° C., and... Starting materials: [O-][Si](=O)[O-].[K+].[K+] (potassium metasilicate), O (water), [O-][Si](=O)[O-].[K+].[K+] (potassium metasilicate), S(=O)(=O)(O)[O-].[K+] (potassium hydrogen sulfate), O=O (oxygen). Run at time 2 minute. Product: [Si](O)(O)(O)O (silicic acid), S(=O)(=O)([O-])[O-].[K+].[K+] (potassium sulfate). As a reaction SMILES: [O-:1][Si:2]([O-:4])=[O:3].[K+:5].[K+].O.[S:8]([O-:12])([OH:11])(=[O:10])=[O:9].[K+].O=O>>[Si:2]([OH:9])([OH:4])([OH:1])[OH:3].[S:8]([O-:12])([O-:11])(=[O:10])=[O:9].[K+:5].[K+:5] |f:0.1.2,4.5,8.9.10|. Reported procedure: About equal parts by weight of a dry potassium metasilicate, containing less than 6 mols of water per mol of potassium metasilicate, and potassium hydrogen sulfate are mixed. The mixture is agitated at ambient pressure, and the chemical reaction causes oxygen to evolve in 1 to 3 minutes; considerable heat is produced, and the chemical reaction is complete in 1 to 2 hours, thereby producing white granules of a silicic acid compound and potassium sulfate. The mixture is washed with water and filte... Reactants: OOS(=O)[O-].[K+] (Oxone), ice water, BrC=1C=C(C=CC1)SC (3-Bromothioanisole), CO (methanol). Run in O (water), O (water). Conditions: time 3 hour. The product is BrC1=CC(=CC=C1)S(=O)(=O)C (1-Bromo-3-methanesulfonylbenzene). RXN SMILES: [Br:1][C:2]1[CH:3]=[C:4](SC)[CH:5]=[CH:6][CH:7]=1.O[O:11][S:12]([O-:14])=O.[K+].[CH3:16]O>O>[Br:1][C:2]1[CH:3]=[CH:4][CH:5]=[C:6]([S:12]([CH3:16])(=[O:14])=[O:11])[CH:7]=1 |f:1.2|. Procedure details: 3-Bromothioanisole was dissolved in methanol (20 ml) and cooled to 0° C. (ice/water bath). A solution of Oxone® (9.22 g) in water (30 ml) was added to this and the resultant cloudy slurry was stirred at room temperature for 3 hours. The reaction mixture was diluted with water and product extracted with dichloromethane. The combined fractions of dichloromethane were washed with brine and dried over anhydrous magnesium sulfate. After filtration, solvent was removed by evaporation under reduced pre... Reactants: CN1C=NC(=C1)S(=O)(=O)Cl (1-methyl-4-imidazolesulfonyl chloride), N1CCSCC1 (thiomorpholine). Run in C(C)#N (acetonitrile), C(C)#N (acetonitrile). Reaction conditions: time 6 hour. Product: CN1C=NC(=C1)S(=O)(=O)N1CCSCC1 (4-(1-Methyl-4-imidazolesulfonyl)tetrahydro-4H-1,4-thiazine). As a reaction SMILES: [CH3:1][N:2]1[CH:6]=[C:5]([S:7](Cl)(=[O:9])=[O:8])[N:4]=[CH:3]1.[NH:11]1[CH2:16][CH2:15][S:14][CH2:13][CH2:12]1>C(#N)C>[CH3:1][N:2]1[CH:6]=[C:5]([S:7]([N:11]2[CH2:16][CH2:15][S:14][CH2:13][CH2:12]2)(=[O:9])=[O:8])[N:4]=[CH:3]1. Procedure: 2 g (11 mmol) of 1-methyl-4-imidazolesulfonyl chloride from Example C-1, dissolved in 20 ml of acetonitrile, are added dropwise with stirring at room temperature to a solution of 1.51 ml (15 mmol) of thiomorpholine in 50 ml of acetonitrile. The reaction mixture is subsequently stirred for 6 hours, filtered and evaporated in vacuo. The residue remaining is recrystallized from isopropanol in order to give the title compound of melting point 154°-155° C. Starting materials: FC1=C(C=CC(=C1)C(F)(F)F)C1CC(CN(C1)C(=O)N1CCSCC1)C(=O)OC (Methyl 5-[2-fluoro-4-(trifluoromethyl)phenyl]-1-(thiomorpholin-4-ylcarbonyl)piperidine-3-carboxylate), CC(C)([O-])C.[K+] (potassium tert-butoxide), crude product. The product is FC1=C(C=CC(=C1)C(F)(F)F)C1CC(CN(C1)C(=O)N1CCSCC1)C(=O)O (5-[2-Fluoro-4-(trifluoromethyl)phenyl]-1-(thiomorpholin-4-ylcarbonyl)piperidine-3-carboxylic acid). As a reaction SMILES: [F:1][C:2]1[CH:7]=[C:6]([C:8]([F:11])([F:10])[F:9])[CH:5]=[CH:4][C:3]=1[CH:12]1[CH2:17][N:16]([C:18]([N:20]2[CH2:25][CH2:24][S:23][CH2:22][CH2:21]2)=[O:19])[CH2:15][CH:14]([C:26]([O:28]C)=[O:27])[CH2:13]1.CC(C)([O-])C.[K+]>>[F:1][C:2]1[CH:7]=[C:6]([C:8]([F:11])([F:9])[F:10])[CH:5]=[CH:4][C:3]=1[CH:12]1[CH2:17][N:16]([C:18]([N:20]2[CH2:25][CH2:24][S:23][CH2:22][CH2:21]2)=[O:19])[CH2:15][CH:14]([C:26]([OH:28])=[O:27])[CH2:13]1 |f:1.2|. Procedure details: According to General Method 4A, 945 mg (1.56 mmol) of the compound from Example 89A were reacted with 1.74 g (15.5 mmol) of potassium tert-butoxide. This gave 762 mg of crude product in 69% purity (LC-MS), which was reacted without any further purification steps. Reactants: CS(=O)(=O)Cl (Methanesulfonyl chloride), S1C=NC2=C1C=C(C=C2)N (benzothiazol-6-ylamine). The solvent is N1=CC=CC=C1 (pyridine). Reaction conditions: temperature 25 celsius, time 30 minute. Product: S1C=NC2=C1C=C(C=C2)NS(=O)(=O)C (N-benzothiazol-6-yl-methanesulfonamide). The yield is 91.5%. Reaction SMILES: [CH3:1][S:2](Cl)(=[O:4])=[O:3].[S:6]1[C:10]2[CH:11]=[C:12]([NH2:15])[CH:13]=[CH:14][C:9]=2[N:8]=[CH:7]1>N1C=CC=CC=1>[S:6]1[C:10]2[CH:11]=[C:12]([NH:15][S:2]([CH3:1])(=[O:4])=[O:3])[CH:13]=[CH:14][C:9]=2[N:8]=[CH:7]1. Procedure: Methanesulfonyl chloride (4.93 mL, 63.7 mmol) was added over 5 min to a solution of benzothiazol-6-ylamine (9.58 g, 63.8 mmol) in pyridine (100 mL) at 25° C. The resulting mixture was stirred at 25° C. for 30 min, and then was concentrated in vacuo. The residue was partitioned between 1.0 M aqueous hydrochloric acid solution (150 mL) and ethyl acetate (2×150 mL). The organic layers were dried over sodium sulfate, filtered and concentrated in vacuo. Trituration of the residue with diethyl ether a... Starting materials: COc1ccc(Br)cn1, Cl, [Cu]I, [K+], [K+], O=C([O-])[O-], COC(=O)c1ccc(O)cc1, c1ccncc1. Product: COC(=O)c1ccc(Oc2ccc(OC)nc2)cc1. RXN SMILES: [Br:1][c:2]1[cH:3][cH:4][c:5]([O:8][CH3:9])[n:6][cH:7]1.[ClH:27].[Cu:34][I:35].[K+:21].[K+:22].[O-:23][C:24]([O-:25])=[O:26].[OH:10][c:11]1[cH:12][cH:13][c:14]([C:15](=[O:16])[O:17][CH3:18])[cH:19][cH:20]1.[cH:28]1[cH:29][cH:30][n:31][cH:32][cH:33]1>>[c:2]1([O:10][c:11]2[cH:12][cH:13][c:14]([C:15](=[O:16])[O:17][CH3:18])[cH:19][cH:20]2)[cH:3][cH:4][c:5]([O:8][CH3:9])[n:6][cH:7]1. As a reaction SMILES: [B:19]([Br:20])([Br:21])[Br:22].[CH3:1][O:2][c:3]1[cH:4][cH:5][c:6]([CH:9]2[CH2:10][C:11]3([CH2:12][O:13][C:14](=[O:16])[NH:15]3)[CH2:17][CH2:18]2)[cH:7][cH:8]1.[Cl:23][CH2:24][Cl:25]>>[OH:2][c:3]1[cH:4][cH:5][c:6]([CH:9]2[CH2:10][C:11]3([CH2:12][O:13][C:14](=[O:16])[NH:15]3)[CH2:17][CH2:18]2)[cH:7][cH:8]1. Reactants: BrB(Br)Br, COc1ccc(C2CCC3(COC(=O)N3)C2)cc1, ClCCl. Yields the product O=C1NC2(CCC(c3ccc(O)cc3)C2)CO1.